Dataset: the Open Reaction Database (ORD), a public repository of structured organic reaction records. Task: describe an organic reaction: reactants, conditions, products, and yield Reactants: COC1=CC=C(OC2=C(C(=NN2C)C)C=NO)C=C1 (5-(4-methoxyphenoxy)-1,3-dimethylpyrazole-4-carbaldehyde oxime), C(C)(C)(C)NC(C1=CC=C(C=C1)CCl)=O (N-tert-butyl-4-chloromethylbenzamide), C([O-])([O-])=O.[K+].[K+] (potassium carbonate). The solvent is C(C)#N (acetonitrile), C(C)#N (acetonitrile). Yields the product C(C)(C)(C)NC(C1=CC=C(C=C1)CN=CC=1C(=NN(C1OC1=CC=C(C=C1)OC)C)C)=O (N-Tert-butyl 4-[{-(4-methoxyphenoxy)-1,3-dimethylpyrazol-4-yl}methyleneaminomethyl]benzamide). Yield: 84.8%. As a reaction SMILES: [CH3:1][O:2][C:3]1[CH:19]=[CH:18][C:6]([O:7][C:8]2[N:12]([CH3:13])[N:11]=[C:10]([CH3:14])[C:9]=2[CH:15]=[N:16]O)=[CH:5][CH:4]=1.[C:20]([NH:24][C:25](=[O:34])[C:26]1[CH:31]=[CH:30][C:29]([CH2:32]Cl)=[CH:28][CH:27]=1)([CH3:23])([CH3:22])[CH3:21].C(=O)([O-])[O-].[K+].[K+]>C(#N)C>[C:20]([NH:24][C:25](=[O:34])[C:26]1[CH:27]=[CH:28][C:29]([CH2:32][N:16]=[CH:15][C:9]2[C:10]([CH3:14])=[N:11][N:12]([CH3:13])[C:8]=2[O:7][C:6]2[CH:18]=[CH:19][C:3]([O:2][CH3:1])=[CH:4][CH:5]=2)=[CH:30][CH:31]=1)([CH3:23])([CH3:22])[CH3:21] |f:2.3.4|. Reported procedure: 1.0 Gram (0.0038 mole) of 5-(4-methoxyphenoxy)-1,3-dimethylpyrazole-4-carbaldehyde oxime, 0.86 g (0.0038 mole) of N-tert-butyl-4-chloromethylbenzamide and 1.0 g (0.0072 mole) of potassium carbonate were added to 20 ml of acetonitrile, and the resulting mixture was heated under reflux for 6 hours. After completion of the reaction, acetonitrile was removed by evaporation under reduced pressure, after which water was added to the residue and extraction was carried out with ethyl acetate. The ethyl ...